Dataset: the Open Reaction Database (ORD), a public repository of structured organic reaction records. Task: describe an organic reaction: reactants, conditions, products, and yield Reactants: COC(=O)C=1C(N(C(=CC1C)C1=CC(=CC=C1)C(F)(F)F)C)=O (1,4-dimethyl-2-oxo-6-(3-trifluoromethyl-phenyl)-1,2-dihydro-pyridine-3-carboxylic acid methyl ester), [OH-].[Li+] (lithium hydroxide). Solvent: C1CCOC1.CO (THF MeOH). Reaction conditions: temperature 60 celsius, time 7 hour. Product: CN1C(C(=C(C=C1C1=CC(=CC=C1)C(F)(F)F)C)C(=O)O)=O (1,4-Dimethyl-2-oxo-6-(3-trifluoromethyl-phenyl)-1,2-dihydro-pyridine-3-carboxylic acid). Yield: 94.6%. Reaction SMILES: C[O:2][C:3]([C:5]1[C:6](=[O:23])[N:7]([CH3:22])[C:8]([C:12]2[CH:17]=[CH:16][CH:15]=[C:14]([C:18]([F:21])([F:20])[F:19])[CH:13]=2)=[CH:9][C:10]=1[CH3:11])=[O:4].[OH-].[Li+]>C1COCC1.CO>[CH3:22][N:7]1[C:8]([C:12]2[CH:17]=[CH:16][CH:15]=[C:14]([C:18]([F:19])([F:20])[F:21])[CH:13]=2)=[CH:9][C:10]([CH3:11])=[C:5]([C:3]([OH:4])=[O:2])[C:6]1=[O:23] |f:1.2,3.4|. Procedure: To a solution of 0.60 g (1.8 mmol) of 1,4-dimethyl-2-oxo-6-(3-trifluoromethyl-phenyl)-1,2-dihydro-pyridine-3-carboxylic acid methyl ester 4.0 ml of THF/MeOH (1:1) was added 11.0 ml (11.0 mmol) of lithium hydroxide solution (1 molar in water) and the reaction mixture was then heated up to 60° C. After 7 hours, the solvents were evaporated and the residue poured into crashed ice, acidified with 2N HCl and extracted twice with CH2Cl2; the organic phases were washed with water, dried over magnesium ... Reactants: C(C)(C)C=1C=C(C=O)C=C(C1OC)C(C)C (3,5-Diisopropyl-4-methoxybenzaldehyde), C(C)C=1C=C2CC(NC2=CC1)=O (5-ethyl-2-oxindole). The product is C(C)(C)C=1C=C(C=C2C(NC3=CC=C(C=C23)CC)=O)C=C(C1OC)C(C)C (3-(3,5-diisopropyl-4-methoxybenzylidene)-5-ethyl-1,3-dihydroindol-2-one). As a reaction SMILES: [CH:1]([C:4]1[CH:5]=[C:6]([CH:9]=[C:10]([CH:14]([CH3:16])[CH3:15])[C:11]=1[O:12][CH3:13])[CH:7]=O)([CH3:3])[CH3:2].[CH2:17]([C:19]1[CH:20]=[C:21]2[C:25](=[CH:26][CH:27]=1)[NH:24][C:23](=[O:28])[CH2:22]2)[CH3:18]>>[CH:1]([C:4]1[CH:5]=[C:6]([CH:9]=[C:10]([CH:14]([CH3:16])[CH3:15])[C:11]=1[O:12][CH3:13])[CH:7]=[C:22]1[C:21]2[C:25](=[CH:26][CH:27]=[C:19]([CH2:17][CH3:18])[CH:20]=2)[NH:24][C:23]1=[O:28])([CH3:3])[CH3:2]. Reported procedure: 3,5-Diisopropyl-4-methoxybenzaldehyde was condensed with 5-ethyl-2-oxindole to give 0.3 g of 3-(3,5-diisopropyl-4-methoxybenzylidene)-5-ethyl-1,3-dihydroindol-2-one as a yellow-orange solid.